Dataset: the Open Reaction Database (ORD), a public repository of structured organic reaction records. Task: describe an organic reaction: reactants, conditions, products, and yield Starting materials: FC1=CC=C(CN(C)C2CCN(CC2)C2=CC=C(C=C2)C(=O)OC)C=C1 (4-(N-(4-fluorobenzyl)-N-methylamino)-1-(4-methoxycarbonylphenyl)piperidine), C(C)O (ethanol). Run in [OH-].[Na+] (sodium hydroxide). The product is C(=O)(O)C1=CC=C(C=C1)N1CCC(CC1)N(C)CC1=CC=C(C=C1)F (1-(4-carboxyphenyl)-4-(N-(4-fluorobenzyl)-N-methylamino)piperidine). The yield is 75.1%. As a reaction SMILES: [F:1][C:2]1[CH:26]=[CH:25][C:5]([CH2:6][N:7]([CH:9]2[CH2:14][CH2:13][N:12]([C:15]3[CH:20]=[CH:19][C:18]([C:21]([O:23]C)=[O:22])=[CH:17][CH:16]=3)[CH2:11][CH2:10]2)[CH3:8])=[CH:4][CH:3]=1.C(O)C>[OH-].[Na+]>[C:21]([C:18]1[CH:17]=[CH:16][C:15]([N:12]2[CH2:13][CH2:14][CH:9]([N:7]([CH2:6][C:5]3[CH:4]=[CH:3][C:2]([F:1])=[CH:26][CH:25]=3)[CH3:8])[CH2:10][CH2:11]2)=[CH:20][CH:19]=1)([OH:23])=[O:22] |f:2.3|. Procedure: 2.5 g (7 mmol) of the product from Example 27 in 140 ml of 1M sodium hydroxide solution/ethanol (1:1) were refluxed for 5 hours. The mixture was then worked up in a similar manner to Example 16. 1.8 g of 1-(4-carboxyphenyl)-4-(N-(4-fluorobenzyl)-N-methylamino)piperidine were obtained. Melting point: 256°-258° C. Starting materials: ClC1=CC=C(OC(CON=C(C)C)C)C=C1 (acetone O-[2-(4-chlorophenoxy)-propyl]-oxime), ClC1=CC=C(OC(CON=C(C)C)C)C=C1 (acetone O-[2-(4-chlorophenoxy)-propyl]-oxime), ClC(C(=O)O)(Cl)Cl (trichloroacetic acid). Run in O (water). Conditions: temperature 78 celsius. Yields the product ClC1=CC=C(OC(CON)C)C=C1 (2-(4-chlorophenoxy)-propoxyamine). The yield is 720.4%. Reaction SMILES: [Cl:1][C:2]1[CH:16]=[CH:15][C:5]([O:6][CH:7]([CH3:14])[CH2:8][O:9][N:10]=C(C)C)=[CH:4][CH:3]=1.ClC(Cl)(Cl)C(O)=O>O>[Cl:1][C:2]1[CH:3]=[CH:4][C:5]([O:6][CH:7]([CH3:14])[CH2:8][O:9][NH2:10])=[CH:15][CH:16]=1. Procedure details: A mixture of 10 g (4.13 mmol) of acetone O-[2-(4-chlorophenoxy)-propyl]-oxime (compound 28 in Table 1) and 44 g of 30% strength by weight aqueous trichloroacetic acid solution was heated for 10 hours at 78° C. and a reduced pressure of 450 mbar in a stirred apparatus having an attached 30 cm column, 110 g of water being continuously added dropwise to the reaction mixture and the resulting water/acetone mixture being continuously distilled off. The reacted mixture was worked up by rendering it al... Reactants: C(C#C)(=O)OCC=C(C)C (3-methyl-2-butenyl propiolate), C(CCC)[Li] (n-butyllithium), COC=1C=C(C=O)C=C(C1OC)OC (3,4,5-trimethoxybenzaldehyde), [Cl-].[NH4+] (ammonium chloride). Run in O1CCCC1 (tetrahydrofuran), O1CCCC1 (tetrahydrofuran). Run at time 10 minute. The product is OC(C#CC(=O)OCC=C(C)C)C1=CC(=C(C(=C1)OC)OC)OC (3-methyl-2-butenyl 4-hydroxy-4-(3,4,5-trimethoxyphenyl)-2-butynoate). Reaction SMILES: [C:1]([O:5][CH2:6][CH:7]=[C:8]([CH3:10])[CH3:9])(=[O:4])[C:2]#[CH:3].C([Li])CCC.[CH3:16][O:17][C:18]1[CH:19]=[C:20]([CH:23]=[C:24]([O:28][CH3:29])[C:25]=1[O:26][CH3:27])[CH:21]=[O:22].[Cl-].[NH4+]>O1CCCC1>[OH:22][CH:21]([C:20]1[CH:23]=[C:24]([O:28][CH3:29])[C:25]([O:26][CH3:27])=[C:18]([O:17][CH3:16])[CH:19]=1)[C:3]#[C:2][C:1]([O:5][CH2:6][CH:7]=[C:8]([CH3:10])[CH3:9])=[O:4] |f:3.4|. Procedure: A solution of 6.6 g (4g mmol) of 3-methyl-2-butenyl propiolate in 60 ml of tetrahydrofuran was treated at -78° under argon with 30 ml of n-butyllithium (1.6M in hexane). The mixture was stirred at -78° for 10 minutes and then a solution of 9.4 g (48 mmol) of 3,4,5-trimethoxybenzaldehyde in 80 ml of tetrahydrofuran was added within 30 minutes. The reaction mixture was stirred at -78° for a further 1 hour, then brought to room temperature and treated with 120 ml of saturated ammonium chloride solu... Reactants: ClC=1C=C(C=CC1)NC(CNCC1=CC(=C(C=C1)OC)OC)=O (N-(3-chlorophenyl)-2-[[(3,4-dimethoxyphenyl)methyl]amino]acetamide), [H-].[Al+3].[Li+].[H-].[H-].[H-] (lithium aluminum hydride). Product: ClC=1C=C(C=CC1)NCCNCC1=CC(=C(C=C1)OC)OC (N-(3-chlorophenyl)-N'-[(3,4-dimethoxyphenyl)methyl]-1,2-ethanediamine). As a reaction SMILES: [Cl:1][C:2]1[CH:3]=[C:4]([NH:8][C:9](=O)[CH2:10][NH:11][CH2:12][C:13]2[CH:18]=[CH:17][C:16]([O:19][CH3:20])=[C:15]([O:21][CH3:22])[CH:14]=2)[CH:5]=[CH:6][CH:7]=1.[H-].[Al+3].[Li+].[H-].[H-].[H-]>>[Cl:1][C:2]1[CH:3]=[C:4]([NH:8][CH2:9][CH2:10][NH:11][CH2:12][C:13]2[CH:18]=[CH:17][C:16]([O:19][CH3:20])=[C:15]([O:21][CH3:22])[CH:14]=2)[CH:5]=[CH:6][CH:7]=1 |f:1.2.3.4.5.6|. Reported procedure: In a manner similar to Preparation 2, react N-(3-chlorophenyl)-2-[[(3,4-dimethoxyphenyl)methyl]amino]acetamide (13.6 g, 40.1 mmol) with lithium aluminum hydride (3.1 g, 81 mmol) to obtain thetitle compound. Starting materials: CC1=CC=C(C2=CC=CC=C12)C(=O)Cl (4-methyl-1-naphthoyl chloride), [Cl-].[Cl-].C(C)[Al+2] (ethyl aluminum dichloride), CC1=CC=C(C2=CC=CC=C12)C(=O)Cl (4-methyl-1-naphthoyl chloride), [Cl-].[Cl-].C(C)[Al+2] (ethyl aluminum dichloride), CC1=CC=C(C2=CC=CC=C12)C(=O)Cl (4-methyl-1-naphthoyl chloride), C1=C2C=C3N(C2=CC=C1)CCCC3 (6,7,8,9-tetrahydropyrido[1,2-a]indole), [Cl-].[Cl-].C(C)[Al+2] (ethyl aluminum dichloride), CC1=CC=C(C2=CC=CC=C12)C(=O)Cl (4-methyl-1-naphthoyl chloride), [Cl-].[Cl-].C(C)[Al+2] (ethyl aluminum dichloride). The solvent is C(Cl)Cl (CH2Cl2), C(Cl)Cl (CH2Cl2). Run at time 3 day. The product is CC1=CC=C(C2=CC=CC=C12)C(=O)C1=C2N(C3=CC=CC=C13)CCCC2 ((4-methylnaphthalen-1-yl)(6,7,8,9-tetrahydropyrido[1,2-a]indol-10-yl)methanone). As a reaction SMILES: [CH3:1][C:2]1[C:11]2[C:6](=[CH:7][CH:8]=[CH:9][CH:10]=2)[C:5]([C:12](Cl)=[O:13])=[CH:4][CH:3]=1.[CH:15]1[CH:23]=[CH:22][CH:21]=[C:20]2[C:16]=1[CH:17]=[C:18]1[CH2:27][CH2:26][CH2:25][CH2:24][N:19]12.[Cl-].[Cl-].C([Al+2])C>C(Cl)Cl>[CH3:1][C:2]1[C:11]2[C:6](=[CH:7][CH:8]=[CH:9][CH:10]=2)[C:5]([C:12]([C:17]2[C:16]3[C:20](=[CH:21][CH:22]=[CH:23][CH:15]=3)[N:19]3[CH2:24][CH2:25][CH2:26][CH2:27][C:18]=23)=[O:13])=[CH:4][CH:3]=1 |f:2.3.4|. Reported procedure: To a solution of 4-methyl-1-naphthoyl chloride (37 mg, 0.18 mmol) and 6,7,8,9-tetrahydropyrido[1,2-a]indole (30 mg, 0.18 mmol) in 1 mL CH2Cl2 at −70° C. was added dropwise ethyl aluminum dichloride (0.22 mL, 0.40 mmol, 1.8 M in toluene). The reaction mixture was allowed to slowly warm to room temperature and stirred for 3 d then cooled to −70° C. and 4-methyl-1-naphthoyl chloride (4 mg, 0.020 mmol) and ethyl aluminum dichloride (20 μL, 0.036 mmol) added and allowed to warm to room temperature an... Starting materials: NC[C@@H]1CC[C@H](CC1)C(=O)O (trans-4-(aminomethyl)-cyclohexanecarboxylic acid), CO (methanol). Solvent: Cl (hydrochloric acid). Product: NC[C@@H]1CC[C@H](CC1)C(=O)OC (Methyl trans-4-(aminomethyl)-cyclohexanecarboxylate). Reaction SMILES: [NH2:1][CH2:2][C@H:3]1[CH2:8][CH2:7][C@H:6]([C:9]([OH:11])=[O:10])[CH2:5][CH2:4]1.[CH3:12]O>Cl>[NH2:1][CH2:2][C@H:3]1[CH2:4][CH2:5][C@H:6]([C:9]([O:11][CH3:12])=[O:10])[CH2:7][CH2:8]1. Reported procedure: A solution of 15.7 g of trans-4-(aminomethyl)-cyclohexanecarboxylic acid in 150 ml of ethereal hydrochloric acid and 1000 ml of absolute methanol is stirred at room temperature for 20 hours. The solvent is evaporated off under reduced pressure and the residue is triturated with ether and filtered off with suction. The solvent is C(Cl)(Cl)(Cl)Cl (CCl4). Yields the product BrC1CCC(C2=CC=C(C=C12)Br)(C)C (4,6-Dibromo-1,2,3,4-tetrahydro-1,1-dimethylnaphthalene). Reactants: C(C1=CC=CC=C1)(=O)OOC(C1=CC=CC=C1)=O (benzoylperoxide), BrC=1C=C2CCCC(C2=CC1)(C)C (6-bromo-1,2,3,4-tetrahydro-1,1-dimethylnaphthalene), BrC=1C=C2CCCC(C2=CC1)(C)C (6-bromo-1,2,3,4-tetrahydro-1,1-dimethylnaphthalene), BrN1C(CCC1=O)=O (N-bromosuccinimide). Reaction SMILES: [Br:1][C:2]1[CH:3]=[C:4]2[C:9](=[CH:10][CH:11]=1)[C:8]([CH3:13])([CH3:12])[CH2:7][CH2:6][CH2:5]2.[Br:14]N1C(=O)CCC1=O.C(OOC(=O)C1C=CC=CC=1)(=O)C1C=CC=CC=1>C(Cl)(Cl)(Cl)Cl>[Br:14][CH:5]1[C:4]2[C:9](=[CH:10][CH:11]=[C:2]([Br:1])[CH:3]=2)[C:8]([CH3:13])([CH3:12])[CH2:7][CH2:6]1. Reported procedure: To a solution of 1.2 g (5.0 mmol) of 6-bromo-1,2,3,4-tetrahydro-1,1-dimethylnaphthalene (Compound F) in 20 ml of CCl4 was added 0.97 g (5.5 mmol) of N-bromosuccinimide followed by 20 mg (0.08 mmol ) of benzoylperoxide. The mixture was refluxed for 3 hours, filtered and the filtrate washed with water (5 ml). The organic phase was dried over MgSO4 and then concentrated in vacuo to yield the title compound as a pale yellow oil. Reactants: C1(=CC=C(C=C1)S(=O)(=O)O)C.N[C@@H]1C(N[C@@H]1OCC(C)C)=O ((3S,4R)-3-amino-4-(isobutoxy)azetidin-2-one para-toluenesulfonate), C(C)(C)N(CC)C(C)C (diisopropylethylamine), IC1=CC=C(C=C1)C(C1=CC=CC=C1)(C1=CC=CC=C1)Cl ((4-iodophenyl)diphenylmethyl chloride). Solvent: CC(=O)C (acetone), CC(=O)C (acetone). Reaction conditions: time 6 hour. Product: IC1=CC=C(C=C1)C(C1=CC=CC=C1)(C1=CC=CC=C1)N[C@@H]1C(N[C@@H]1OCC(C)C)=O ((3S,4R)-3-[[(4-Iodophenyl)diphenylmethyl]amino]4-(isobutoxy)azetidin-2-one). Isolated yield 66.8%. Reaction SMILES: C1(C)C=CC(S(O)(=O)=O)=CC=1.[NH2:12][C@H:13]1[C@@H:16]([O:17][CH2:18][CH:19]([CH3:21])[CH3:20])[NH:15][C:14]1=[O:22].C(N(C(C)C)CC)(C)C.[I:32][C:33]1[CH:38]=[CH:37][C:36]([C:39](Cl)([C:46]2[CH:51]=[CH:50][CH:49]=[CH:48][CH:47]=2)[C:40]2[CH:45]=[CH:44][CH:43]=[CH:42][CH:41]=2)=[CH:35][CH:34]=1>CC(C)=O>[I:32][C:33]1[CH:34]=[CH:35][C:36]([C:39]([NH:12][C@H:13]2[C@@H:16]([O:17][CH2:18][CH:19]([CH3:20])[CH3:21])[NH:15][C:14]2=[O:22])([C:40]2[CH:41]=[CH:42][CH:43]=[CH:44][CH:45]=2)[C:46]2[CH:51]=[CH:50][CH:49]=[CH:48][CH:47]=2)=[CH:37][CH:38]=1 |f:0.1|. Procedure details: A solution of (3S,4R)-3-amino-4-(isobutoxy)azetidin-2-one para-toluenesulfonate (180 mg, 0.54 mmol) in acetone (8 mL) containing diisopropylethylamine ( 1.1 mmol) was treated with a solution of (4-iodophenyl)diphenylmethyl chloride (218 mg, 0.54 mmol), prepared as described by Tschitschibabin, Chem. Ber. 44, 450 (191 1), in acetone (98 mL). The solution was stirred for 6 h and partitioned between water and dichloromethane. The combined organic phases were dried (magnesium sulfate), concentrated,...